describe an organic reaction: reactants, conditions, products, and yield From a dataset of the Open Reaction Database (ORD), a public repository of structured organic reaction records. Reactants: BrC1=CC=C(C=C1)C[C@H](C[C@@](C(=O)O)(C)CO)NC(=O)C=1N=NNC1 ((2S,4R)-5-(4-bromophenyl)-2-hydroxymethyl-2-methyl-4-[(1H-[1,2,3]triazole-4-carbonyl)amino]pentanoic acid), O (water), CC1=C(C=CC=C1)B(O)O (2-methylphenylboronic acid), C([O-])([O-])=O.[Na+].[Na+] (sodium carbonate). The reagents and catalysts are C=1C=CC(=CC1)[P](C=2C=CC=CC2)(C=3C=CC=CC3)[Pd]([P](C=4C=CC=CC4)(C=5C=CC=CC5)C=6C=CC=CC6)([P](C=7C=CC=CC7)(C=8C=CC=CC8)C=9C=CC=CC9)[P](C=1C=CC=CC1)(C=1C=CC=CC1)C=1C=CC=CC1 (Tetrakis(triphenylphosphine)palladium(0)). Solvent: O1CCOCC1 (dioxane). Conditions: temperature 90 celsius. Product: OC[C@@](C(=O)O)(C[C@@H](CC1=CC=C(C=C1)C1=C(C=CC=C1)C)NC(=O)C=1N=NNC1)C ((2S,4R)-2-Hydroxymethyl-2-methyl-5-(2′-methylbiphenyl-4-yl)-4-[(1H-[1,2,3]triazole-4-carbonyl)amino]pentanoic Acid). The yield is 34.2%. As a reaction SMILES: Br[C:2]1[CH:7]=[CH:6][C:5]([CH2:8][C@@H:9]([NH:18][C:19]([C:21]2[N:22]=[N:23][NH:24][CH:25]=2)=[O:20])[CH2:10][C@:11]([CH2:16][OH:17])([CH3:15])[C:12]([OH:14])=[O:13])=[CH:4][CH:3]=1.[CH3:26][C:27]1[CH:32]=[CH:31][CH:30]=[CH:29][C:28]=1B(O)O.C(=O)([O-])[O-].[Na+].[Na+].O>C1C=CC([P]([Pd]([P](C2C=CC=CC=2)(C2C=CC=CC=2)C2C=CC=CC=2)([P](C2C=CC=CC=2)(C2C=CC=CC=2)C2C=CC=CC=2)[P](C2C=CC=CC=2)(C2C=CC=CC=2)C2C=CC=CC=2)(C2C=CC=CC=2)C2C=CC=CC=2)=CC=1.O1CCOCC1>[OH:17][CH2:16][C@:11]([CH3:15])([CH2:10][C@H:9]([NH:18][C:19]([C:21]1[N:22]=[N:23][NH:24][CH:25]=1)=[O:20])[CH2:8][C:5]1[CH:6]=[CH:7][C:2]([C:28]2[CH:29]=[CH:30][CH:31]=[CH:32][C:27]=2[CH3:26])=[CH:3][CH:4]=1)[C:12]([OH:14])=[O:13] |f:2.3.4,^1:46,48,67,86|. Reported procedure: (2S,4R)-5-(4-bromophenyl)-2-hydroxymethyl-2-methyl-4-[(1H-[1,2,3]triazole-4-carbonyl)amino]pentanoic acid (38 mg, 92 μmol) was combined with 2-methylphenylboronic acid (25.1 mg, 185 μmol), sodium carbonate (29.4 mg, 277 μmol), water (0.2 mL) and dioxane (1.5 mL). The reaction vessel was sealed, air was removed by vacuum, and the vessel was purged with nitrogen. Tetrakis(triphenylphosphine)palladium(0) (21.4 mg, 18 μmol) was quickly added and air was removed by vacuum. The mixture was heated at 9... Starting materials: N1C=CC2=CC=CC=C12 (indole), C1(=CC=CC=C1)C1(OC2=C(O1)C=CC(=C2)CC(=O)Cl)C2=CC=CC=C2 ((2,2-diphenyl-1,3-benzodioxolan-5-yl)acetyl chloride), carboxylic acid. Yields the product C1(=CC=CC=C1)C1(OC2=C(O1)C=CC(=C2)CC(=O)C2=CNC1=CC=CC=C21)C2=CC=CC=C2 (3-[(2,2-Diphenyl-1,3-benzodioxolan-5-yl) methylcarbonyl]indole). Reaction SMILES: [NH:1]1[C:9]2[C:4](=[CH:5][CH:6]=[CH:7][CH:8]=2)[CH:3]=[CH:2]1.[C:10]1([C:16]2([C:29]3[CH:34]=[CH:33][CH:32]=[CH:31][CH:30]=3)[O:20][C:19]3[CH:21]=[CH:22][C:23]([CH2:25][C:26](Cl)=[O:27])=[CH:24][C:18]=3[O:17]2)[CH:15]=[CH:14][CH:13]=[CH:12][CH:11]=1>>[C:29]1([C:16]2([C:10]3[CH:11]=[CH:12][CH:13]=[CH:14][CH:15]=3)[O:20][C:19]3[CH:21]=[CH:22][C:23]([CH2:25][C:26]([C:3]4[C:4]5[C:9](=[CH:8][CH:7]=[CH:6][CH:5]=5)[NH:1][CH:2]=4)=[O:27])=[CH:24][C:18]=3[O:17]2)[CH:34]=[CH:33][CH:32]=[CH:31][CH:30]=1. Reported procedure: The title compound was prepared by a similar method to that of Preparation 4 using indole and (2,2-diphenyl-1,3-benzodioxolan-5-yl)acetyl chloride (prepared from the corresponding carboxylic acid [see Preparation 7] by a similar method to that of Preparation 3) as the starting materials. Reactants: BrC=C(C)C1=CC(=C(C=C1)F)F (4-(1-bromoprop-1-en-2-yl)-1,2-difluorobenzene), ClC=1C=C2C3=C(NC2=CC1)C(N(CC3)C)C (6-chloro-1,2-dimethyl-2,3,4,9-tetrahydro-1H-pyrido[3,4-b]indole), N1[C@H](C(=O)O)CCC1 (L-proline), [O-]P(=O)([O-])[O-].[K+].[K+].[K+] (K3PO4). The reagents and catalysts are [Cu]I (CuI). Run in CN(C)C=O (DMF). Run at time 10 minute. Product: ClC=1C=C2C3=C(N(C2=CC1)C=C(C)C1=CC(=C(C=C1)F)F)C(N(CC3)C)C (6-chloro-9-(2-(3,4-difluorophenyl)prop-1-enyl)-1,2-dimethyl-2,3,4,9-tetrahydro-1H-pyrido[3,4-b]indole). Isolated yield 30.9%. Reaction SMILES: [Cl:1][C:2]1[CH:3]=[C:4]2[C:8](=[CH:9][CH:10]=1)[NH:7][C:6]1[CH:11]([CH3:16])[N:12]([CH3:15])[CH2:13][CH2:14][C:5]2=1.N1CCC[C@H]1C(O)=O.[O-]P([O-])([O-])=O.[K+].[K+].[K+].Br[CH:34]=[C:35]([C:37]1[CH:42]=[CH:41][C:40]([F:43])=[C:39]([F:44])[CH:38]=1)[CH3:36]>CN(C=O)C.[Cu]I>[Cl:1][C:2]1[CH:3]=[C:4]2[C:8](=[CH:9][CH:10]=1)[N:7]([CH:34]=[C:35]([C:37]1[CH:42]=[CH:41][C:40]([F:43])=[C:39]([F:44])[CH:38]=1)[CH3:36])[C:6]1[CH:11]([CH3:16])[N:12]([CH3:15])[CH2:13][CH2:14][C:5]2=1 |f:2.3.4.5|. Procedure details: 6-chloro-1,2-dimethyl-2,3,4,9-tetrahydro-1H-pyrido[3,4-b]indole (84 mg, 0.36 mmol) was dissolved in DMF (6 mL). To this solution was added CuI (8 mg, 0.035 mmol), L-proline (9 mg, 0.086 mmol), K3PO4 (183 mg, 0.862 mmol). The reaction mixture was stirred for 10 min at room temperature followed by addition of 4-(1-bromoprop-1-en-2-yl)-1,2-difluorobenzene (100 mg, 0.431 mmol). The reaction mixture was heated at 80° C. overnight. Solvent was evaporated under reduced pressure, the residue was diluted...